Dataset: the Open Reaction Database (ORD), a public repository of structured organic reaction records. Task: describe an organic reaction: reactants, conditions, products, and yield The reactants are O=C(O)CCCBr, CCN=C=NCCCN(C)C, Cl, Nc1ccc(F)cc1F, CN(C)C=O, On1nnc2ccccc21. Yields the product O=C(CCCBr)Nc1ccc(F)cc1F. RXN SMILES: [Br:32][CH2:33][CH2:34][CH2:35][C:36](=[O:37])[OH:38].[CH3:2][N:3]([CH3:4])[CH2:5][CH2:6][CH2:7][N:8]=[C:9]=[N:10][CH2:11][CH3:12].[ClH:1].[F:23][c:24]1[c:25]([NH2:26])[cH:27][cH:28][c:29]([F:31])[cH:30]1.[O:39]=[CH:40][N:41]([CH3:42])[CH3:43].[OH:13][n:14]1[c:15]2[c:16]([cH:17][cH:18][cH:19][cH:20]2)[n:21][n:22]1>>[F:23][c:24]1[c:25]([NH:26][C:36]([CH2:35][CH2:34][CH2:33][Br:32])=[O:37])[cH:27][cH:28][c:29]([F:31])[cH:30]1. Starting materials: FC1=CC=C(Br)C(=C1)C. The reagents and catalysts are O1B(OC(C)(C)C1(C)C)B2OC(C)(C)C(O2)(C)C, N=1C=CC=CC1N2B(NC=3C=CC=CC32)B4NC=5C=CC=CC5N4C6=NC=CC=C6, C[OH2+].C[OH2+].C1CC=CCCC=C1.C1CC=CCCC=C1.[Ir].[Ir]. Run in O(C)C1CCCC1. Reaction conditions: temperature 100 celsius, time 16 hour. The product is FC=1C=C(C(Br)=CC1B2OC(C)(C)C(O2)(C)C)C. Isolated yield 100.0%. Reported procedure: The general procedure A was followed using 1-bromo-4-fluoro-2-methylbenzene (61.5 uL, 0.5 mmol) and B2pin2 (126.9 mg, 0.5 mmol, 1.0 eq.) as starting material. The resulting mixture was allowed to stir 16 hours at 100 oC. 5o was obtained as white solid (158.0 mg, 100%) after purification by silica gel flash chromatography (EtOAc/PE=1:30 v/v). m.p.: 72-74 oC. Starting materials: CC([O-])=S, CN(C)C=O, O=C(O)C(Cl)Cc1ccccc1, [K+], [Na+], [Na+], O=S([O-])([O-])=S. Yields the product CC(=O)SC(Cc1ccccc1)C(=O)O. As a reaction SMILES: [C:1]([CH3:2])(=[S:3])[O-:4].[CH3:25][N:26]([CH3:27])[CH:28]=[O:29].[Cl:6][CH:7]([C:8](=[O:9])[OH:10])[CH2:11][c:12]1[cH:13][cH:14][cH:15][cH:16][cH:17]1.[K+:5].[Na+:23].[Na+:24].[S:18]([O-:19])([O-:20])(=[O:21])=[S:22]>>[C:1]([CH3:2])([S:3][CH:7]([C:8](=[O:9])[OH:10])[CH2:11][c:12]1[cH:13][cH:14][cH:15][cH:16][cH:17]1)=[O:4]. Reactants: CCc1oc(-c2ccc(OC(F)(F)F)cc2)nc1CCO, ClCCl, O=C(N=NC(=O)N1CCCCC1)N1CCCCC1, COC(=O)Cc1ccc(C)c(O)c1, c1ccc(P(c2ccccc2)c2ccccc2)cc1. The product is CCc1oc(-c2ccc(OC(F)(F)F)cc2)nc1CCOc1cc(CC(=O)OC)ccc1C. As a reaction SMILES: [CH2:14]([CH3:15])[c:16]1[c:17]([CH2:32][CH2:33][OH:34])[n:18][c:19](-[c:21]2[cH:22][cH:23][c:24]([O:27][C:28]([F:29])([F:30])[F:31])[cH:25][cH:26]2)[o:20]1.[CH2:72]([Cl:73])[Cl:74].[N:54]([C:55]([N:56]1[CH2:57][CH2:58][CH2:59][CH2:60][CH2:61]1)=[O:62])=[N:63][C:64]([N:65]1[CH2:66][CH2:67][CH2:68][CH2:69][CH2:70]1)=[O:71].[OH:1][c:2]1[cH:3][c:4]([CH2:9][C:10](=[O:11])[O:12][CH3:13])[cH:5][cH:6][c:7]1[CH3:8].[c:35]1([P:36]([c:37]2[cH:38][cH:39][cH:40][cH:41][cH:42]2)[c:43]2[cH:44][cH:45][cH:46][cH:47][cH:48]2)[cH:49][cH:50][cH:51][cH:52][cH:53]1>>[O:1]([c:2]1[cH:3][c:4]([CH2:9][C:10](=[O:11])[O:12][CH3:13])[cH:5][cH:6][c:7]1[CH3:8])[CH2:33][CH2:32][c:17]1[c:16]([CH2:14][CH3:15])[o:20][c:19](-[c:21]2[cH:22][cH:23][c:24]([O:27][C:28]([F:29])([F:30])[F:31])[cH:25][cH:26]2)[n:18]1. The reactants are ClCCCBr, CO, O=[N+]([O-])c1ccc(S)cc1, [Na]. Product: O=[N+]([O-])c1ccc(SCCCCl)cc1. RXN SMILES: [Br:12][CH2:13][CH2:14][CH2:15][Cl:16].[CH3:17][OH:18].[N+:1](=[O:2])([O-:3])[c:4]1[cH:5][cH:6][c:7]([SH:10])[cH:8][cH:9]1.[Na:11]>>[N+:1](=[O:2])([O-:3])[c:4]1[cH:5][cH:6][c:7]([S:10][CH2:13][CH2:14][CH2:15][Cl:16])[cH:8][cH:9]1. Product: BrC1=CC(=C(C=C1)C(O)(CCCN(C)C)C1=CC=C(C=C1)F)CO ((4 -bromo-2-(hydroxymethyl)phenyl)-(4′-flourophenyl)-(3-dimethylaminopropyl) methanol). The reactants are [Mg] (magnesium), BrCCBr (1,2-dibromoethane), [Cl-].[NH4+] (ammonium chloride), BrC=1C=C2COC(=O)C2=CC1 (5-bromophthalide), [Br-].[Mg+2].[Br-] (magnesium bromide), FC1=CC=C(C=C1)Br (p-fluorobromobenzene), [Mg] (magnesium), BrCCBr (1,2-dibromoethane), II (iodine), CN(C)CCC[Mg]Cl (N,N-dimethylaminopropylmagnesium chloride). Solvent: O1CCCC1 (tetrahydrofuran), O1CCCC1 (tetrahydrofuran). RXN SMILES: [F:1][C:2]1[CH:7]=[CH:6][C:5](Br)=[CH:4][CH:3]=1.[Mg].BrCCBr.II.[Br:16][C:17]1[CH:18]=[C:19]2[C:24](=[CH:25][CH:26]=1)[C:22](=[O:23])[O:21][CH2:20]2.[Br-].[Mg+2].[Br-].[CH3:30][N:31]([CH2:33][CH2:34][CH2:35][Mg]Cl)[CH3:32].[Cl-].[NH4+]>O1CCCC1>[Br:16][C:17]1[CH:26]=[CH:25][C:24]([C:22]([C:5]2[CH:6]=[CH:7][C:2]([F:1])=[CH:3][CH:4]=2)([CH2:35][CH2:34][CH2:33][N:31]([CH3:32])[CH3:30])[OH:23])=[C:19]([CH2:20][OH:21])[CH:18]=1 |f:5.6.7,9.10|. Procedure: A Grignard solution was prepared from p-fluorobromobenzene (197.6 g) and magnesium turnings (28.15 g) in tetrahydrofuran (1250 ml), in the presence of 1,2-dibromoethane and iodine. The Grignard solution was added to a suspension in tetrahydrofuran (1050 ml) of 5-bromophthalide (150 g) and magnesium bromide, prepared in situ from magnesium and 1,2-dibromoethane over a period of two hours at a temperature below 20° C. After addition was complete, the mixture was stirred, and a Grignard solution of... Reactants: Cl (HCl), ClC=1C=CC2=C(C(=NCC3=C2N=C(N=C3)N)C3=C(C=CC=C3F)F)C1 (9-chloro-7-(2,6-difluoro-phenyl)-5H-benzo[c]pyrimido[4,5-e]azepin-2-yl amine), ICI (diiodomethane), N(=O)OCCC(C)C (isoamyl nitrite). Reagents/catalysts: [Cu]I (copper (I) iodide). The solvent is C(C)(=O)OCC (ethyl acetate), O1CCCC1 (tetrahydrofuran). Yields the product ClC=1C=CC2=C(C(=NCC3=C2N=C(N=C3)I)C3=C(C=CC=C3F)F)C1 (9-Chloro-7-(2,6-difluoro-phenyl)-2-iodo-5H-benzo[c]pyrimido[4,5-e]azepine). The yield is 49.6%. As a reaction SMILES: [Cl:1][C:2]1[CH:3]=[CH:4][C:5]2[C:11]3[N:12]=[C:13](N)[N:14]=[CH:15][C:10]=3[CH2:9][N:8]=[C:7]([C:17]3[C:22]([F:23])=[CH:21][CH:20]=[CH:19][C:18]=3[F:24])[C:6]=2[CH:25]=1.[I:26]CI.N(OCCC(C)C)=O.Cl>[Cu]I.C(OCC)(=O)C.O1CCCC1>[Cl:1][C:2]1[CH:3]=[CH:4][C:5]2[C:11]3[N:12]=[C:13]([I:26])[N:14]=[CH:15][C:10]=3[CH2:9][N:8]=[C:7]([C:17]3[C:22]([F:23])=[CH:21][CH:20]=[CH:19][C:18]=3[F:24])[C:6]=2[CH:25]=1. Procedure: 8-Chloro-4-dimethylaminomethylene-1-(2,6-difluorophenyl)-3,4-dihydrobenzo[c]azepin-5-one (5aa) (3.6 g, 10 mmol), guanidine hydrochloride (1.06 g, 11 mmol), potassium carbonate (4.6 g, 33 mmol), and ethanol (100 mL) were combined in a 100-mL round-bottomed flask and stirred at reflux for 3 hours. The reaction mixture was poured into 500 mL water with stirring. The mixture was extracted with ethyl acetate (4×200 mL). The organic extracts were combined, washed with saline, dried (Na2SO4), filtered,...